The task is: describe an organic reaction: reactants, conditions, products, and yield. This data is from the Open Reaction Database (ORD), a public repository of structured organic reaction records. Reactants: C1(=CC=CC=C1)O (phenol), C(CCCCC)C(=O)Cl (C6H13COCl), [N+](=O)([O-])C1=CC=CC=C1 (nitrobenzene), [N+](=O)([O-])C1=CC=CC=C1 (nitrobenzene), [Al+3].[Cl-].[Cl-].[Cl-] (AlCl3), Cl (HCl). Product: C(CCCCCC)(=O)C1=CC=C(C=C1)O (4-heptanoylphenol). The yield is 82.0%. Reaction SMILES: [C:1]1([OH:7])[CH:6]=[CH:5][CH:4]=[CH:3][CH:2]=1.[N+](C1C=CC=CC=1)([O-])=O.[Al+3].[Cl-].[Cl-].[Cl-].[CH2:21]([C:27](Cl)=[O:28])[CH2:22][CH2:23][CH2:24][CH2:25][CH3:26].Cl>>[C:27]([C:4]1[CH:5]=[CH:6][C:1]([OH:7])=[CH:2][CH:3]=1)(=[O:28])[CH2:21][CH2:22][CH2:23][CH2:24][CH2:25][CH3:26] |f:2.3.4.5|. Procedure details: There are charged to a half-liter reactor 9.4 g. (0.1 mole) of phenol in 150 ml. of nitrobenzene. The contents of the reactor are stirred and the mixture is cooled below 5° C. Then 27 g. (0.2 mole) of AlCl3 is added in small portions over 1/2 hour. The resulting mixture is stirred vigorously and then there is added a solution of 15.5 g. of C6H13COCl (~ 0.011 mole) in 50 ml. of nitrobenzene over an hour while the temperature is kept below 5° C. The mixture is stirred at ambient temperature for 12... Starting materials: C(CCC)[Sn](\C=C/CN)(CCCC)CCCC (Z-3-(tributylstannyl)-2-propen-1-amine), BrC=1N=C(SC1C(=O)[O-])N1CCOCC1 (4-bromo-2-morpholin-4-yl-1,3-thiazole-5-carboxylate). The reagents and catalysts are C=1C=CC(=CC1)[P](C=2C=CC=CC2)(C=3C=CC=CC3)[Pd]([P](C=4C=CC=CC4)(C=5C=CC=CC5)C=6C=CC=CC6)([P](C=7C=CC=CC7)(C=8C=CC=CC8)C=9C=CC=CC9)[P](C=1C=CC=CC1)(C=1C=CC=CC1)C=1C=CC=CC1 (tetrakis). The solvent is C1(=CC=CC=C1)C (toluene). Conditions: temperature 120 celsius, time 5 day. The product is N1(CCOCC1)C=1SC=2C(NCC=CC2N1)=O (2-(morpholin-4-yl)-5,6-dihydro-4H-[1,3]thiazolo[5,4-c]azepin-4-one). Isolated yield 15.8%. As a reaction SMILES: C([Sn](CCCC)(CCCC)/[CH:6]=[CH:7]\[CH2:8][NH2:9])CCC.Br[C:19]1[N:20]=[C:21]([N:27]2[CH2:32][CH2:31][O:30][CH2:29][CH2:28]2)[S:22][C:23]=1[C:24]([O-:26])=O>C1(C)C=CC=CC=1.C1C=CC([P]([Pd]([P](C2C=CC=CC=2)(C2C=CC=CC=2)C2C=CC=CC=2)([P](C2C=CC=CC=2)(C2C=CC=CC=2)C2C=CC=CC=2)[P](C2C=CC=CC=2)(C2C=CC=CC=2)C2C=CC=CC=2)(C2C=CC=CC=2)C2C=CC=CC=2)=CC=1>[N:27]1([C:21]2[S:22][C:23]3[C:24](=[O:26])[NH:9][CH2:8][CH:7]=[CH:6][C:19]=3[N:20]=2)[CH2:32][CH2:31][O:30][CH2:29][CH2:28]1 |^1:43,45,64,83|. Procedure details: A solution of Z-3-(tributylstannyl)-2-propen-1-amine (30.0 g, 86.7 mmol) and 4-bromo-2-morpholin-4-yl-1,3-thiazole-5-carboxylate (27.8 g, 86.7 mmol) in toluene (136 mL) was purged with argon, and then tetrakis(triphenylphosphinepalladium(0) (5.01 g, 4.33 mmol) was added. The reaction mixture was stirred at 120° C. under an atmosphere of argon for 5 days. The solvent was evaporated, then the residue was adsorbed onto silica gel then purified using column chromatography on silica gel (600 gr Analo...